Task: describe an organic reaction: reactants, conditions, products, and yield. Dataset: the Open Reaction Database (ORD), a public repository of structured organic reaction records The reactants are CC(CO[Si](C(C)C)(C(C)C)C(C)C)Oc1cc(OCc2ccccc2)cc(C(=O)Nc2ccn(C)n2)c1, C1CCOC1. The product is CC(CO[Si](C(C)C)(C(C)C)C(C)C)Oc1cc(O)cc(C(=O)Nc2ccn(C)n2)c1. Reaction SMILES: [CH2:1]([c:2]1[cH:3][cH:4][cH:5][cH:6][cH:7]1)[O:8][c:9]1[cH:10][c:11]([C:12](=[O:13])[NH:14][c:15]2[n:16][n:17]([CH3:20])[cH:18][cH:19]2)[cH:21][c:22]([O:24][CH:25]([CH2:26][O:27][Si:28]([CH:29]([CH3:30])[CH3:31])([CH:32]([CH3:33])[CH3:34])[CH:35]([CH3:36])[CH3:37])[CH3:38])[cH:23]1.[CH2:39]1[O:40][CH2:41][CH2:42][CH2:43]1>>[OH:8][c:9]1[cH:10][c:11]([C:12](=[O:13])[NH:14][c:15]2[n:16][n:17]([CH3:20])[cH:18][cH:19]2)[cH:21][c:22]([O:24][CH:25]([CH2:26][O:27][Si:28]([CH:29]([CH3:30])[CH3:31])([CH:32]([CH3:33])[CH3:34])[CH:35]([CH3:36])[CH3:37])[CH3:38])[cH:23]1. Reactants: CCOC(=O)CC(=O)N(NC(=O)Cc1cc(F)cc(F)c1)c1cc(C(C)(C)C)nn1C(C)(C)C, O=CO, O. Product: CCOC(=O)CC(=O)N(NC(=O)Cc1cc(F)cc(F)c1)c1cc(C(C)(C)C)n[nH]1. As a reaction SMILES: [C:1]([CH3:2])([CH3:3])([CH3:4])[n:5]1[n:6][c:7]([C:31]([CH3:32])([CH3:33])[CH3:34])[cH:8][c:9]1[N:10]([C:11]([CH2:12][C:13](=[O:14])[O:15][CH2:16][CH3:17])=[O:18])[NH:19][C:20]([CH2:21][c:22]1[cH:23][c:24]([F:29])[cH:25][c:26]([F:28])[cH:27]1)=[O:30].[CH:35]([OH:36])=[O:37].[OH2:38]>>[nH:5]1[n:6][c:7]([C:31]([CH3:32])([CH3:33])[CH3:34])[cH:8][c:9]1[N:10]([C:11]([CH2:12][C:13](=[O:14])[O:15][CH2:16][CH3:17])=[O:18])[NH:19][C:20]([CH2:21][c:22]1[cH:23][c:24]([F:29])[cH:25][c:26]([F:28])[cH:27]1)=[O:30].